From a dataset of the Open Reaction Database (ORD), a public repository of structured organic reaction records. describe an organic reaction: reactants, conditions, products, and yield Starting materials: CN1CCN(CC1)C1=CC(=NC=C1)C1=CSC(=C1)C=C (1-Methyl-4-[2-(5-vinyl-thiophen-3-yl)-pyridin-4-yl]-piperazine). The reagents and catalysts are [Pd] (palladium on carbon). The solvent is C(C)O (ethanol). The product is C(C)C1=CC(=CS1)C1=NC=CC(=C1)N1CCN(CC1)C (1-[2-(5-Ethyl-thiophen-3-yl)-pyridin-4-yl]-4-methyl-piperazine). Reaction SMILES: [CH3:1][N:2]1[CH2:7][CH2:6][N:5]([C:8]2[CH:13]=[CH:12][N:11]=[C:10]([C:14]3[CH:18]=[C:17]([CH:19]=[CH2:20])[S:16][CH:15]=3)[CH:9]=2)[CH2:4][CH2:3]1>C(O)C.[Pd]>[CH2:19]([C:17]1[S:16][CH:15]=[C:14]([C:10]2[CH:9]=[C:8]([N:5]3[CH2:6][CH2:7][N:2]([CH3:1])[CH2:3][CH2:4]3)[CH:13]=[CH:12][N:11]=2)[CH:18]=1)[CH3:20]. Procedure details: A solution of 1-Methyl-4-[2-(5-vinyl-thiophen-3-yl)-pyridin-4-yl]-piperazine in ethanol was treated with a catalytic amount of 10% palladium on carbon and placed under an H2 atmosphere at room temperature. The resulting mixture was filtered and concentrated to yield the title compound. Reaction SMILES: [CH2:36]1[O:37][CH2:38][CH2:39][CH2:40]1.[CH3:12][N:13]1[CH2:14][CH2:15][N:16]([c:19]2[cH:20][cH:21][c:22]([NH2:23])[cH:24][cH:25]2)[CH2:17][CH2:18]1.[CH3:26][Si:27]([N-:28][Si:29]([CH3:30])([CH3:31])[CH3:32])([CH3:33])[CH3:34].[CH3:41][CH2:42][O:43][C:44](=[O:45])[CH3:46].[Cl:1][c:2]1[c:3]([C:4](=[O:5])[NH2:6])[cH:7][cH:8][c:9]([Cl:11])[n:10]1.[Li+:35]>>[c:2]1([NH:23][c:22]2[cH:21][cH:20][c:19]([N:16]3[CH2:15][CH2:14][N:13]([CH3:12])[CH2:18][CH2:17]3)[cH:25][cH:24]2)[c:3]([C:4](=[O:5])[NH2:6])[cH:7][cH:8][c:9]([Cl:11])[n:10]1. Yields the product CN1CCN(c2ccc(Nc3nc(Cl)ccc3C(N)=O)cc2)CC1. The reactants are C1CCOC1, CN1CCN(c2ccc(N)cc2)CC1, C[Si](C)(C)[N-][Si](C)(C)C, CCOC(C)=O, NC(=O)c1ccc(Cl)nc1Cl, [Li+]. The reactants are CC(C)(C)OC(=O)N1CCC(C=CC(=O)c2cccnc2)CC1, CCO. Product: CC(C)(C)OC(=O)N1CCC(CCC(=O)c2cccnc2)CC1. RXN SMILES: [C:1]([CH3:2])([CH3:3])([CH3:4])[O:5][C:6](=[O:7])[N:8]1[CH2:9][CH2:10][CH:11]([CH:14]=[CH:15][C:16]([c:17]2[cH:18][n:19][cH:20][cH:21][cH:22]2)=[O:23])[CH2:12][CH2:13]1.[CH3:24][CH2:25][OH:26]>>[C:1]([CH3:2])([CH3:3])([CH3:4])[O:5][C:6](=[O:7])[N:8]1[CH2:9][CH2:10][CH:11]([CH2:14][CH2:15][C:16]([c:17]2[cH:18][n:19][cH:20][cH:21][cH:22]2)=[O:23])[CH2:12][CH2:13]1. Starting materials: [BH4-], CO, N#Cc1cccc(-c2ccc(C=O)cc2Cl)c1, [Na+]. Yields the product N#Cc1cccc(-c2ccc(CO)cc2Cl)c1. As a reaction SMILES: [BH4-:18].[CH3:20][OH:21].[Cl:1][c:2]1[c:3](-[c:10]2[cH:11][c:12]([C:16]#[N:17])[cH:13][cH:14][cH:15]2)[cH:4][cH:5][c:6]([CH:8]=[O:9])[cH:7]1.[Na+:19]>>[Cl:1][c:2]1[c:3](-[c:10]2[cH:11][c:12]([C:16]#[N:17])[cH:13][cH:14][cH:15]2)[cH:4][cH:5][c:6]([CH2:8][OH:9])[cH:7]1.